describe an organic reaction: reactants, conditions, products, and yield From a dataset of the Open Reaction Database (ORD), a public repository of structured organic reaction records. Reactants: C(#N)CC(=O)OCC (ethyl 2-cyanoacetate), C(C)C(C([O-])([O-])[O-])(CC)CC (triethylorthoacetate), C(C)(=O)O (acetic acid). Run at temperature 125 celsius. Product: C(#N)C(C(=O)OCC)=C(C)OCC (ethyl 2-cyano-3-ethoxybut-2-enoate). As a reaction SMILES: [C:1]([CH2:3][C:4]([O:6][CH2:7][CH3:8])=[O:5])#[N:2].C([C:11](CC)(CC)[C:12]([O-:15])([O-])[O-])C.[C:20](O)(=O)[CH3:21]>>[C:1]([C:3](=[C:20]([O:15][CH2:12][CH3:11])[CH3:21])[C:4]([O:6][CH2:7][CH3:8])=[O:5])#[N:2]. Procedure: A mixture of ethyl 2-cyanoacetate (120 g, 1.06 mol) and triethylorthoacetate (354 g, 2.12 mol) in glacial acetic acid (33 g, 0.53 mol) was heated at 120-130° C. overnight. The mixture was concentrated under vacuum to provide crude ethyl 2-cyano-3-ethoxybut-2-enoate. The residue was carried into the next reaction without further purification assuming 100% conversion.